This data is from the Open Reaction Database (ORD), a public repository of structured organic reaction records. The task is: describe an organic reaction: reactants, conditions, products, and yield The reactants are BrCC(=O)OCC1=CC=CC=C1 (benzyl bromoacetate), N1=CC=CC=C1 (pyridine). The product is [Br-].C(C)(=O)[O-].C(C1=CC=CC=C1)[N+]1=CC=CC=C1.C(C1=CC=CC=C1)[N+]1=CC=CC=C1 (benzyl pyridiniumacetate bromide). Yield: 80.0%. As a reaction SMILES: [Br:1][CH2:2][C:3]([O:5][CH2:6][C:7]1[CH:12]=[CH:11][CH:10]=[CH:9][CH:8]=1)=[O:4].[N:13]1[CH:18]=[CH:17][CH:16]=[CH:15][CH:14]=1>>[Br-:1].[C:3]([O-:5])(=[O:4])[CH3:2].[CH2:6]([N+:13]1[CH:18]=[CH:17][CH:16]=[CH:15][CH:14]=1)[C:7]1[CH:8]=[CH:9][CH:10]=[CH:11][CH:12]=1.[CH2:6]([N+:13]1[CH:18]=[CH:17][CH:16]=[CH:15][CH:14]=1)[C:7]1[CH:8]=[CH:9][CH:10]=[CH:11][CH:12]=1 |f:2.3.4.5|. Procedure details: The title compound was prepared as described in Example 1 from pyridine and benzyl bromoacetate in a yield of 80%. Reactants: C(CCC)NC(=O)C=C1CCCC=2SC(=CC21)C(=O)O (4-(N-butylcarbamoyl)methylidene-4,5,6,7-tetrahydrobenzo[b]thiophene-2-carboxylic acid), S(O)(O)(=O)=O (sulfuric acid), CO (methanol), CCOC(=O)C (AcOEt). Solvent: O (water). Yields the product C(CCC)NC(=O)C=C1CCCC=2SC(=CC21)C(=O)OC (4-(N-butylcarbamoyl)methylidene-2-methoxycarbonyl-4,5,6,7-tetrahydrobenzo[b]thiophene). RXN SMILES: [CH2:1]([NH:5][C:6]([CH:8]=[C:9]1[C:17]2[CH:16]=[C:15]([C:18]([OH:20])=[O:19])[S:14][C:13]=2[CH2:12][CH2:11][CH2:10]1)=[O:7])[CH2:2][CH2:3][CH3:4].S(=O)(=O)(O)O.CO.[CH3:28]COC(C)=O>O>[CH2:1]([NH:5][C:6]([CH:8]=[C:9]1[C:17]2[CH:16]=[C:15]([C:18]([O:20][CH3:28])=[O:19])[S:14][C:13]=2[CH2:12][CH2:11][CH2:10]1)=[O:7])[CH2:2][CH2:3][CH3:4]. Reported procedure: A mixture of 4-(N-butylcarbamoyl)methylidene-4,5,6,7-tetrahydrobenzo[b]thiophene-2-carboxylic acid (0.57 g), conc. sulfuric acid (H2SO4) (3 ml), and methanol (MeOH) (15 ml) was stirred at reflux for 1.5 hours. The reaction mixture was poured into a mixture of AcOEt and water. The organic layer was washed with saturated aqueous solution of NaHCO3, water and brine, and dried over MgSO4, and evaporated in vacuo. After evaporation, the resulting oil was purified by chromatography on silica gel (AcOE...